This data is from the Open Reaction Database (ORD), a public repository of structured organic reaction records. The task is: describe an organic reaction: reactants, conditions, products, and yield Starting materials: COC=1C=C(C=C(C1OC)OC)N=C1NCCN1 (2-(3,4,5-trimethoxy-phenylimino)-imidazolidine), Br (hydrobromic acid). Run at time 5 hour. The product is Br.OC=1C=C(C=C(C1O)O)N=C1NCCN1 (2-(3,4,5-trihydroxy-phenylimino)-imidazolidine hydrobromide). Isolated yield 78.6%. Reaction SMILES: C[O:2][C:3]1[CH:4]=[C:5]([N:13]=[C:14]2[NH:18][CH2:17][CH2:16][NH:15]2)[CH:6]=[C:7]([O:11]C)[C:8]=1[O:9]C.[BrH:19]>>[BrH:19].[OH:11][C:7]1[CH:6]=[C:5]([N:13]=[C:14]2[NH:15][CH2:16][CH2:17][NH:18]2)[CH:4]=[C:3]([OH:2])[C:8]=1[OH:9] |f:2.3|. Procedure details: A mixture of 8 gm (0.032 mol) of 2-(3,4,5-trimethoxy-phenylimino)-imidazolidine base and 150 ml of 48% of hydrobromic acid was refluced for 5 hours on an oil bath. Thereafter, the reaction mixture was evaporated in vacuo to half its original volume and allowed to stand overnight in the refrigerator. The amorphous precipitate which had formed was isolated and dried, yielding 7.3 gm (78.6% of theory) of 2-(3,4,5-trihydroxy-phenylimino)-imidazolidine hydrobromide, m.p. 204°-206° C., Rf -value 0.3 i... Starting materials: ClC1=CC2=C(C(NC3=NC=CC=C23)=O)C=C1 (9-Chloro-5H-benzo[c][1,8]naphthyridin-6-one), C1(=CC=CC=C1)C1=CC=C(C(N)=C1)C (5-phenyl-o-toluidine). Yields the product CC1=C(C=C(C=C1)C1=CC=CC=C1)NC1=CC2=C(C(NC3=NC=CC=C23)=O)C=C1 (9-(4-Methyl-biphenyl-3-ylamino)-5H-benzo[c][1,8]naphthyridin-6-one). Isolated yield 15.4%. RXN SMILES: Cl[C:2]1[CH:16]=[CH:15][C:5]2[C:6](=[O:14])[NH:7][C:8]3[C:13]([C:4]=2[CH:3]=1)=[CH:12][CH:11]=[CH:10][N:9]=3.[C:17]1([C:23]2[CH:29]=[C:27]([NH2:28])[C:26]([CH3:30])=[CH:25][CH:24]=2)[CH:22]=[CH:21][CH:20]=[CH:19][CH:18]=1>>[CH3:30][C:26]1[CH:25]=[CH:24][C:23]([C:17]2[CH:22]=[CH:21][CH:20]=[CH:19][CH:18]=2)=[CH:29][C:27]=1[NH:28][C:2]1[CH:16]=[CH:15][C:5]2[C:6](=[O:14])[NH:7][C:8]3[C:13]([C:4]=2[CH:3]=1)=[CH:12][CH:11]=[CH:10][N:9]=3. Procedure: The title compound was synthesized according to the procedure described for the preparation of Example 231 using 6 (100 mg, 0.43 mmol) and 5-phenyl-o-toluidine (119 mg, 0.65 mmol) to provide 245 (25 mg, 14% yield) as a brown solid. LC-MS (M+H (parent)=378, obsd.=378). 1H NMR (400 MHz, d6-DMSO): δ 11.63 (s, 1H), 8.45 (m, 2H), 8.37 (d, 1H), 8.13 (d, 1H), 7.63 (m, 3H), 7.58 (s, 1H), 7.44 (m, 4H), 7.34 (m, 1H), 7.26 (m, 1H), 7.14 (dd, 1H). 2.28 (s, 3H).